From a dataset of the Open Reaction Database (ORD), a public repository of structured organic reaction records. describe an organic reaction: reactants, conditions, products, and yield The reactants are BrC1=CC(=C(C=C1)C(=O)C1=C(C=CC(=C1)O)F)Cl ((4-Bromo-2-chloro-phenyl)-(2-fluoro-5-hydroxy-phenyl)-methanone), FC1=C(C=CC(=C1)F)N (2,4-Difluoro-phenylamine), C1=CC=C(C=C1)P(C2=CC=CC=C2)C3=C(C4=CC=CC=C4C=C3)C5=C(C=CC6=CC=CC=C65)P(C7=CC=CC=C7)C8=CC=CC=C8 (Rac-BINAP), C(=O)([O-])[O-].[Cs+].[Cs+] (Cs2CO3). Reagents/catalysts: C=1C=CC(=CC1)/C=C/C(=O)/C=C/C2=CC=CC=C2.C=1C=CC(=CC1)/C=C/C(=O)/C=C/C2=CC=CC=C2.C=1C=CC(=CC1)/C=C/C(=O)/C=C/C2=CC=CC=C2.[Pd].[Pd] (Pd2(dba)3). The solvent is O1CCOCC1 (1,4-dioxane). Conditions: temperature 130 celsius, time 40 minute. Yields the product ClC1=C(C=CC(=C1)NC1=C(C=C(C=C1)F)F)C(=O)C1=C(C=CC(=C1)O)F ([2-Chloro-4-(2,4-difluoro-phenylamino)-phenyl]-(2-fluoro-5-hydroxy-phenyl)-methanone). Reaction SMILES: Br[C:2]1[CH:7]=[CH:6][C:5]([C:8]([C:10]2[CH:15]=[C:14]([OH:16])[CH:13]=[CH:12][C:11]=2[F:17])=[O:9])=[C:4]([Cl:18])[CH:3]=1.[F:19][C:20]1[CH:25]=[C:24]([F:26])[CH:23]=[CH:22][C:21]=1[NH2:27].C1C=CC(P(C2C=CC3C(=CC=CC=3)C=2C2C3C(=CC=CC=3)C=CC=2P(C2C=CC=CC=2)C2C=CC=CC=2)C2C=CC=CC=2)=CC=1.C([O-])([O-])=O.[Cs+].[Cs+]>O1CCOCC1.C1C=CC(/C=C/C(/C=C/C2C=CC=CC=2)=O)=CC=1.C1C=CC(/C=C/C(/C=C/C2C=CC=CC=2)=O)=CC=1.C1C=CC(/C=C/C(/C=C/C2C=CC=CC=2)=O)=CC=1.[Pd].[Pd]>[Cl:18][C:4]1[CH:3]=[C:2]([NH:27][C:21]2[CH:22]=[CH:23][C:24]([F:26])=[CH:25][C:20]=2[F:19])[CH:7]=[CH:6][C:5]=1[C:8]([C:10]1[CH:15]=[C:14]([OH:16])[CH:13]=[CH:12][C:11]=1[F:17])=[O:9] |f:3.4.5,7.8.9.10.11|. Reported procedure: Compound 511 (200 mg, 0.6 mmol) was dissolved in dry 1,4-dioxane (5 mL) in a reaction vial under an argon atmosphere. 2,4-Difluoro-phenylamine (78 mg, 62 μL, 0.6 mmol) was added and dissolved in the solvent. Rac-BINAP (17 mg, 0.028 mmol), Pd2(dba)3 (17 mg, 0.018 mmol) and Cs2CO3 (277 mg, 0.85 mmol) were added. The reaction vial was flushed with argon, closed and then stirred at 130° C. for 40 min. In a microwave oven. The reaction mixture was allowed to cool to RT, filtered through Celite and th... As a reaction SMILES: [CH:1]1([NH:5][C:6]([C:8]2[O:9][C:10]3[C:16]([O:17][CH3:18])=[CH:15][CH:14]=[C:13]([CH:19]=O)[C:11]=3[CH:12]=2)=[O:7])[CH2:4][CH2:3][CH2:2]1.Cl.[CH3:22][NH2:23]>>[CH:1]1([NH:5][C:6]([C:8]2[O:9][C:10]3[C:16]([O:17][CH3:18])=[CH:15][CH:14]=[C:13]([CH2:19][NH:23][CH3:22])[C:11]=3[CH:12]=2)=[O:7])[CH2:4][CH2:3][CH2:2]1 |f:1.2|. The reactants are C1(CCC1)NC(=O)C=1OC2=C(C1)C(=CC=C2OC)C=O (N-cyclobutyl-4-formyl-7-methoxybenzofuran-2-carboxamide), Cl.CN (methylamine hydrochloride). Yields the product C1(CCC1)NC(=O)C=1OC2=C(C1)C(=CC=C2OC)CNC (N-Cyclobutyl-4-methylaminomethyl-7-methoxybenzofuran-2-carboxamide). Procedure details: Substantially the same procedure as in Example 219 was repeated using a starting material, 7-methoxybenzofuran-2-carboxylic acid, and cyclobutylamine to give N-Cyclobutyl-7-methoxybenzofuran-2-carboxamide (Compound 289a). Successively, it was formylated to give N-cyclobutyl-4-formyl-7-methoxybenzofuran-2-carboxamide (Compound 289b), then compound 289b was reacted with methylamine hydrochloride to give Compound 289 as a white solid. Reactants: O=C(n1ccnc1)n1ccnc1, CC(C)(C)OC(=O)N1CCC(NCc2ccsc2)CC1, CC#N, CCN(C(C)C)C(C)C, Cl, [Na+], O=C([O-])O, CON. The product is CONC(=O)N(Cc1ccsc1)C1CCN(C(=O)OC(C)(C)C)CC1. As a reaction SMILES: [C:14](=[O:15])([n:16]1[cH:17][cH:18][n:19][cH:20]1)[n:21]1[cH:22][cH:23][n:24][cH:25]1.[C:26]([CH3:27])([CH3:28])([CH3:29])[O:30][C:31](=[O:32])[N:33]1[CH2:34][CH2:35][CH:36]([NH:39][CH2:40][c:41]2[cH:42][s:43][cH:44][cH:45]2)[CH2:37][CH2:38]1.[CH3:51][C:52]#[N:53].[CH:5]([N:6]([CH2:7][CH3:8])[CH:9]([CH3:10])[CH3:11])([CH3:12])[CH3:13].[ClH:1].[Na+:50].[O-:46][C:47]([OH:48])=[O:49].[O:2]([CH3:3])[NH2:4]>>[O:2]([CH3:3])[NH:4][C:14](=[O:15])[N:39]([CH:36]1[CH2:35][CH2:34][N:33]([C:31]([O:30][C:26]([CH3:27])([CH3:28])[CH3:29])=[O:32])[CH2:38][CH2:37]1)[CH2:40][c:41]1[cH:42][s:43][cH:44][cH:45]1.